Task: describe an organic reaction: reactants, conditions, products, and yield. Dataset: the Open Reaction Database (ORD), a public repository of structured organic reaction records Starting materials: CCOCCO, ClCCl, ClC=C(Cl)Cl, [Na], COC(=O)c1cccc(O)c1. Product: COC(=O)c1cccc(OC(Cl)=CCl)c1. RXN SMILES: [CH2:18]([O:19][CH2:20][CH2:21][OH:22])[CH3:23].[CH2:24]([Cl:25])[Cl:26].[Cl:1][CH:2]=[C:3]([Cl:4])[Cl:5].[Na:6].[OH:7][c:8]1[cH:9][c:10]([C:11](=[O:12])[O:13][CH3:14])[cH:15][cH:16][cH:17]1>>[Cl:1][CH:2]=[C:3]([Cl:5])[O:7][c:8]1[cH:9][c:10]([C:11](=[O:12])[O:13][CH3:14])[cH:15][cH:16][cH:17]1.